Dataset: the Open Reaction Database (ORD), a public repository of structured organic reaction records. Task: describe an organic reaction: reactants, conditions, products, and yield Starting materials: N1=C(N)N=C(N)N=C1N (melamine), P(=O)([O-])([O-])O.[NH4+].[NH4+] (diammonium phosphate). The product is P(=O)(O)(O)O.N1=C(N)N=C(N)N=C1N (melamine phosphate). Reaction SMILES: [N:1]1[C:8]([NH2:9])=[N:7][C:5]([NH2:6])=[N:4][C:2]=1[NH2:3].[P:10]([OH:14])([O-:13])([O-:12])=[O:11].[NH4+].[NH4+]>>[P:10]([OH:14])([OH:13])([OH:12])=[O:11].[N:1]1[C:8]([NH2:9])=[N:7][C:5]([NH2:6])=[N:4][C:2]=1[NH2:3] |f:1.2.3,4.5|. Reported procedure: Purified diammonium phosphate is produced by neutralizing relatively pure melamine orthophosphate, prepared from wet-process phosphoric acid, with ammonia in a hot solution of diammonium phosphate to give a slurry of melamine in concentrated diammonium phosphate solution. The liberated melamine is virtually insoluble in concentrated diammonium phosphate solutions; it is filtered from the hot mixture, washed, and recycled to produce more melamine phosphate by reaction with wet-process phosphoric ...